From a dataset of the Open Reaction Database (ORD), a public repository of structured organic reaction records. describe an organic reaction: reactants, conditions, products, and yield Reactants: ClS(=O)(=O)C1=CC=C(C(=O)O)C=C1 (4-(chlorosulfonyl)benzoic acid), Cl.NC1=CC=C(C=C1)N1CCC(CC1)=O (1-(4-Amino-phenyl)-piperidine-4-one hydrochloride). Product: O=C1CCN(CC1)C1=CC=C(C=C1)NS(=O)(=O)C1=CC=C(C(=O)O)C=C1 (4-[4-(4-Oxo-piperidine-1-yl)-phenylsulfamoyl]-benzoic acid). As a reaction SMILES: Cl[S:2]([C:5]1[CH:13]=[CH:12][C:8]([C:9]([OH:11])=[O:10])=[CH:7][CH:6]=1)(=[O:4])=[O:3].Cl.[NH2:15][C:16]1[CH:21]=[CH:20][C:19]([N:22]2[CH2:27][CH2:26][C:25](=[O:28])[CH2:24][CH2:23]2)=[CH:18][CH:17]=1>>[O:28]=[C:25]1[CH2:26][CH2:27][N:22]([C:19]2[CH:20]=[CH:21][C:16]([NH:15][S:2]([C:5]3[CH:13]=[CH:12][C:8]([C:9]([OH:11])=[O:10])=[CH:7][CH:6]=3)(=[O:4])=[O:3])=[CH:17][CH:18]=2)[CH2:23][CH2:24]1 |f:1.2|. Reported procedure: The title compound was prepared from 4-(chlorosulfonyl)benzoic acid and 1-(4-amino-phenyl)-piperidine-4-one hydrochloride (which was obtained in Example 224) according to the procedure B of Example 225 as a pale grey solid; 1H NMR (300 MHz, DMSO-d6) δ 2.36 (t, J=6.0 Hz, 4H), 3.49 (t, J=6.0 Hz, 4H), 6.87 (d, J=9.3 Hz, 2H), 6.91 (d, J=9.3 Hz, 2H), 7.77 (d, J=8.1 Hz, 2H), 8.04 (d, J=8.1 Hz, 2H), 9.97 (s, 1H), 13.10 (brs, 1H); MS (ES) m/z: 374.9 (MH+); HRMS Calcd. for C18H19N2O5S(MH+): 375.1009. Fou... Starting materials: N[C@H](CN1N=C(C=C1)C1=CC(=C(C#N)C=C1)Cl)C ((S)-4-(1-(2-aminopropyl)-1H-pyrazol-3-yl)-2-chlorobenzonitrile), Cl.O1CCN(CC1)CC1=CC(=NO1)C(=O)O (5-(morpholinomethyl)isoxazole-3-carboxylic acid hydrochloride). Yields the product ClC=1C=C(C=CC1C#N)C1=NN(C=C1)C[C@H](C)NC(=O)C1=NOC(=C1)CN1CCOCC1 ((S)—N-(1-(3-(3-chloro-4-cyanophenyl)-1H-pyrazol-1-yl)propan-2-yl)-5-(morpholinomethyl)isoxazole-3-carboxamide). Isolated yield 16.9%. Reaction SMILES: [NH2:1][C@@H:2]([CH3:18])[CH2:3][N:4]1[CH:8]=[CH:7][C:6]([C:9]2[CH:16]=[CH:15][C:12]([C:13]#[N:14])=[C:11]([Cl:17])[CH:10]=2)=[N:5]1.Cl.[O:20]1[CH2:25][CH2:24][N:23]([CH2:26][C:27]2[O:31][N:30]=[C:29]([C:32](O)=[O:33])[CH:28]=2)[CH2:22][CH2:21]1>>[Cl:17][C:11]1[CH:10]=[C:9]([C:6]2[CH:7]=[CH:8][N:4]([CH2:3][C@@H:2]([NH:1][C:32]([C:29]3[CH:28]=[C:27]([CH2:26][N:23]4[CH2:22][CH2:21][O:20][CH2:25][CH2:24]4)[O:31][N:30]=3)=[O:33])[CH3:18])[N:5]=2)[CH:16]=[CH:15][C:12]=1[C:13]#[N:14] |f:1.2|. Procedure details: (S)—N-(1-(3-(3-chloro-4-cyanophenyl)-1H-pyrazol-1-yl)propan-2-yl)-5-(morpholinomethyl)isoxazole-3-carboxamide was prepared using the method of Example 34(d) starting from (S)-4-(1-(2-aminopropyl)-1H-pyrazol-3-yl)-2-chlorobenzonitrile (200 mg, 0.690 mmol) and 5-(morpholinomethyl)isoxazole-3-carboxylic acid hydrochloride (206 mg, 0.828 mmol). The product was purified by reverse phase Flash-chromatography. Yield 16.9%. 1H-NMR (400 MHz; MeOD): δ 1.26 (d, 3H), 2.47-2.56 (m, 4H), 3.65-3.71 (m, 4H), 3.... Reactants: NC(=N)N (guanidine), Cl.ClC1=CN=C(C2=CC(=CC=C12)S(=O)(=O)NC1(CCOCC1)C(=O)O)NC(=N)N (4-{[(4-Chloro-1-guanidino-7-isoquinolinyl)sulphonyl]amino}tetrahydro-2H-pyran-4-carboxylic acid hydrochloride), Cl.NC(=N)N (guanidine hydrochloride), ClC1=NC=C(C2=CC=C(C=C12)S(=O)(=O)NC1(CCOCC1)C(=O)OC)Cl (Methyl 4-{[(1,4-dichloro-7-isoquinolinyl)sulphonyl]amino}tetrahydro-2H-pyran-4-carboxylate). Run in CS(=O)C (DMSO), O (water), CS(=O)C (DMSO). Conditions: temperature 50 celsius. Product: ClC1=CN=C(C2=CC(=CC=C12)S(=O)(=O)NC1(CCOCC1)C(=O)OC)NC(=N)N (methyl 4-{[(4-chloro-1-guanidino-7-isoquinolinyl)sulphonyl]amino}tetrahydro-2H-pyran-4-carboxylate). The yield is 16.6%. RXN SMILES: Cl.[Cl:2][C:3]1[C:12]2[C:7](=[CH:8][C:9]([S:13]([NH:16][C:17]3([C:23]([OH:25])=[O:24])[CH2:22][CH2:21][O:20][CH2:19][CH2:18]3)(=[O:15])=[O:14])=[CH:10][CH:11]=2)[C:6]([NH:26][C:27]([NH2:29])=[NH:28])=[N:5][CH:4]=1.Cl.N[C:32](N)=N.ClC1C2C(=CC=C(S(NC3(C(OC)=O)CCOCC3)(=O)=O)C=2)C(Cl)=CN=1.NC(N)=N>CS(C)=O.O>[Cl:2][C:3]1[C:12]2[C:7](=[CH:8][C:9]([S:13]([NH:16][C:17]3([C:23]([O:25][CH3:32])=[O:24])[CH2:22][CH2:21][O:20][CH2:19][CH2:18]3)(=[O:15])=[O:14])=[CH:10][CH:11]=2)[C:6]([NH:26][C:27]([NH2:29])=[NH:28])=[N:5][CH:4]=1 |f:0.1,2.3|. Reported procedure: 4-{[(4-Chloro-1-guanidino-7-isoquinolinyl)sulphonyl]amino}tetrahydro-2H-pyran-4-carboxylic acid hydrochloride ##STR55## NaH (33.5 mg, 80% dispersion by wt in mineral oil, 1.12 mmol) was added in one portion to a stirred solution of guanidine hydrochloride (176 mg, 1.84 mmol) in DMSO (3.0 mL) under N2 and the mixture was heated at 50° C. for 15 min. Methyl 4-{[(1,4-dichloro-7-isoquinolinyl)sulphonyl]amino}tetrahydro-2H-pyran-4-carboxylate (187 mg, 0.446 mmol) was added in one portion and the mixt... Starting materials: C, COC(=O)c1cc([N+](=O)[O-])nn1CC(=O)OC(C)(C)C, CCOC(C)=O, CC(=O)O, [H][H], [Pd]. Yields the product COC(=O)c1cc(N)nn1CC(=O)OC(C)(C)C. RXN SMILES: [C:33].[CH3:1][O:2][C:3](=[O:4])[c:5]1[n:6]([CH2:13][C:14](=[O:15])[O:16][C:17]([CH3:18])([CH3:19])[CH3:20])[n:7][c:8]([N+:10]([O-:11])=[O:12])[cH:9]1.[CH3:23][CH2:24][O:25][C:26](=[O:27])[CH3:28].[CH3:29][C:30](=[O:31])[OH:32].[H:21][H:22].[Pd:34]>>[CH3:1][O:2][C:3](=[O:4])[c:5]1[n:6]([CH2:13][C:14](=[O:15])[O:16][C:17]([CH3:18])([CH3:19])[CH3:20])[n:7][c:8]([NH2:10])[cH:9]1. Reactants: N1=CC(=C2N1CCCN2)C=CC(=O)OCC (ethyl 3-(4,5,6,7-tetrahydropyrazolo[1,5-a]pyrimidin-3-yl)acrylate). Reagents/catalysts: [C].[Pd] (palladium carbon). Solvent: C(C)O (ethanol), O1CCCC1 (tetrahydrofuran). Product: N1=CC(=C2N1CCCN2)CCC(=O)OCC (ethyl 3-(4,5,6,7-tetrahydropyrazolo[1,5-a]pyrimidin-3-yl)propionate). Yield: 110.1%. RXN SMILES: [N:1]1[N:5]2[CH2:6][CH2:7][CH2:8][NH:9][C:4]2=[C:3]([CH:10]=[CH:11][C:12]([O:14][CH2:15][CH3:16])=[O:13])[CH:2]=1>C(O)C.O1CCCC1.[C].[Pd]>[N:1]1[N:5]2[CH2:6][CH2:7][CH2:8][NH:9][C:4]2=[C:3]([CH2:10][CH2:11][C:12]([O:14][CH2:15][CH3:16])=[O:13])[CH:2]=1 |f:3.4|. Procedure details: A solution of ethyl 3-(4,5,6,7-tetrahydropyrazolo[1,5-a]pyrimidin-3-yl)acrylate (45 g) in a mixture of ethanol (800 ml) and tetrahydrofuran (400 ml) was treated with 10% palladium carbon (2.2 g) under a hydrogen atmosphere at room temperature for 22 hours. After the catalyst was filtered off, the filtrate was concentrated in vacuo to give ethyl 3-(4,5,6,7-tetrahydropyrazolo[1,5-a]pyrimidin-3-yl)propionate (50 g) as an oil.